This data is from the Open Reaction Database (ORD), a public repository of structured organic reaction records. The task is: describe an organic reaction: reactants, conditions, products, and yield Starting materials: ( 1 ), C(C)(C)(C)OC(=O)NC=1SC=C(N1)C(=O)O (2-tert-butoxycarbonylamino-thiazole-4-carboxylic acid), solution, CNC (dimethylamine), O1CCCC1 (tetrahydrofuran). The solvent is S(=O)(Cl)Cl (thionyl chloride), CO (methanol). Reaction conditions: temperature 80 celsius, time 20 hour. Yields the product CN(C(=O)C=1N=C(SC1)N)C (2-Amino-thiazole-4-carboxylic acid dimethylamide), C(C)(C)(C)OC(NC=1SC=C(N1)C(N(C)C)=O)=O ((4-dimethylcarbamoyl-thiazol-2-yl)-carbamic acid tert-butyl ester). Isolated yield 48.0%. Reaction SMILES: [C:1]([O:5][C:6]([NH:8][C:9]1[S:10][CH:11]=[C:12]([C:14]([OH:16])=O)[N:13]=1)=[O:7])([CH3:4])([CH3:3])[CH3:2].[CH3:17][NH:18][CH3:19].O1CCCC1>S(Cl)(Cl)=O.CO>[CH3:17][N:18]([CH3:19])[C:14]([C:12]1[N:13]=[C:9]([NH2:8])[S:10][CH:11]=1)=[O:16].[C:1]([O:5][C:6](=[O:7])[NH:8][C:9]1[S:10][CH:11]=[C:12]([C:14](=[O:16])[N:18]([CH3:19])[CH3:17])[N:13]=1)([CH3:2])([CH3:3])[CH3:4]. Procedure details: 2-Amino-thiazole-4-carboxylic acid dimethylamide was prepared as follows. (1) A solution of 2-tert-butoxycarbonylamino-thiazole-4-carboxylic acid (0.5 g, 2 mmol) (prepared as described in Examples 4a and 4b) in thionyl chloride (10 mL) was heated at reflux (80° C.) for 2 hours. The reaction mixture was then concentrated under reduced pressure. To the residue was added a 2 M solution of dimethylamine in tetrahydrofuran (10 mL, 20 mmol) and methanol (10 mL). The reaction mixture was stirred at roo... The reactants are BrCCCOC1=CC=C2C=C(C(OC2=C1CCC)=O)CC (7-(3-bromopropyl)oxy-3-ethyl-8-propylcoumarin), COC(CC1=CC(=C(C=C1)SC(N(C)C)=O)Cl)=O (3-chloro-4-dimethylcarbamoylthiophenylacetic acid methyl ester), solution, C[O-].[Na+] (sodium methoxide). Run in CO (methanol), CO (methanol), CO (methanol). Conditions: temperature 70 celsius. Yields the product ClC=1C=C(C=CC1SCCCOC1=CC=C2C=C(C(OC2=C1CCC)=O)CC)CC(=O)OC (methyl 3-chloro-4-(3-(3-ethyl-8-propyl-7-coumarinyloxy)propylthio)phenylacetate). Reaction SMILES: [CH3:1][O:2][C:3](=[O:18])[CH2:4][C:5]1[CH:10]=[CH:9][C:8]([S:11][C:12](=O)N(C)C)=[C:7]([Cl:17])[CH:6]=1.C[O-].[Na+].BrC[CH2:24][CH2:25][O:26][C:27]1[C:36]([CH2:37][CH2:38][CH3:39])=[C:35]2[C:30]([CH:31]=[C:32]([CH2:41][CH3:42])[C:33](=[O:40])[O:34]2)=[CH:29][CH:28]=1>CO>[Cl:17][C:7]1[CH:6]=[C:5]([CH2:4][C:3]([O:2][CH3:1])=[O:18])[CH:10]=[CH:9][C:8]=1[S:11][CH2:12][CH2:24][CH2:25][O:26][C:27]1[C:36]([CH2:37][CH2:38][CH3:39])=[C:35]2[C:30]([CH:31]=[C:32]([CH2:41][CH3:42])[C:33](=[O:40])[O:34]2)=[CH:29][CH:28]=1 |f:1.2|. Reported procedure: To a solution of 3-chloro-4-dimethylcarbamoylthiophenylacetic acid methyl ester (54 mg, 0.1656 mmol) in 0.50 mL methanol was added a 0.5M solution of sodium methoxide (0.33 mL, 0.1656 mmol) in methanol. This mixture was heated to 70° C. for 90 minutes. After cooling to ambient temperature, a solution of 7-(3-bromopropoxy)-3-ethyl-8-propylcoumarin (Step D; 54 mg, 0.1656 mmol) in 1.2 mL methanol was added dropwise. The mixture was heated to 70° C. for several hours. The reaction mixture was concen... Starting materials: COc1ccc(C(c2ccc(OC)cc2)(c2ccc(OC)cc2)n2cc(-c3ccc(C(OC)C(=O)[O-])cc3)cn2)cc1, COCCN(CCOC)S(F)(F)F, CNOC, CCN(C(C)C)C(C)C, Cl, [K+], CN(C)C=O, O. The product is COc1ccc(C(c2ccc(OC)cc2)(c2ccc(OC)cc2)n2cc(-c3ccc(C(OC)C(=O)N(C)OC)cc3)cn2)cc1. Reaction SMILES: [CH3:1][O:2][CH:3]([C:4](=[O:5])[O-:6])[c:7]1[cH:8][cH:9][c:10](-[c:13]2[cH:14][n:15][n:16]([C:18]([c:19]3[cH:20][cH:21][c:22]([O:25][CH3:26])[cH:23][cH:24]3)([c:27]3[cH:28][cH:29][c:30]([O:33][CH3:34])[cH:31][cH:32]3)[c:35]3[cH:36][cH:37][c:38]([O:41][CH3:42])[cH:39][cH:40]3)[cH:17]2)[cH:11][cH:12]1.[CH3:53][O:54][CH2:55][CH2:56][N:57]([S:58]([F:59])([F:60])[F:61])[CH2:62][CH2:63][O:64][CH3:65].[CH3:67][NH:68][O:69][CH3:70].[CH:44]([N:45]([CH:46]([CH3:47])[CH3:48])[CH2:49][CH3:50])([CH3:51])[CH3:52].[ClH:66].[K+:43].[O:71]=[CH:72][N:73]([CH3:74])[CH3:75].[OH2:76]>>[CH3:1][O:2][CH:3]([C:4](=[O:5])[N:68]([CH3:67])[O:69][CH3:70])[c:7]1[cH:8][cH:9][c:10](-[c:13]2[cH:14][n:15][n:16]([C:18]([c:19]3[cH:20][cH:21][c:22]([O:25][CH3:26])[cH:23][cH:24]3)([c:27]3[cH:28][cH:29][c:30]([O:33][CH3:34])[cH:31][cH:32]3)[c:35]3[cH:36][cH:37][c:38]([O:41][CH3:42])[cH:39][cH:40]3)[cH:17]2)[cH:11][cH:12]1.